From a dataset of the Open Reaction Database (ORD), a public repository of structured organic reaction records. describe an organic reaction: reactants, conditions, products, and yield Reactants: COC(=O)C=1N=NC(=CC1)OCC=1C(=NOC1C)CCCC (6-(3-butyl-5-methyl-isoxazol-4-ylmethoxy)-pyridazine-3-carboxylic acid methyl ester), Cl.O1C[C@H](CC1)N ((S)-tetrahydrofuran-3-amine hydrochloride). Yields the product O1C[C@H](CC1)NC(=O)C=1N=NC(=CC1)OCC=1C(=NOC1C)CCCC ((S)-6-(3-Butyl-5-methyl-isoxazol-4-ylmethoxy)-pyridazine-3-carboxylic acid (tetrahydro-furan-3-yl)-amide). Isolated yield 77.0%. As a reaction SMILES: CO[C:3]([C:5]1[N:6]=[N:7][C:8]([O:11][CH2:12][C:13]2[C:14]([CH2:19][CH2:20][CH2:21][CH3:22])=[N:15][O:16][C:17]=2[CH3:18])=[CH:9][CH:10]=1)=[O:4].Cl.[O:24]1[CH2:28][CH2:27][C@H:26]([NH2:29])[CH2:25]1>>[O:24]1[CH2:28][CH2:27][C@H:26]([NH:29][C:3]([C:5]2[N:6]=[N:7][C:8]([O:11][CH2:12][C:13]3[C:14]([CH2:19][CH2:20][CH2:21][CH3:22])=[N:15][O:16][C:17]=3[CH3:18])=[CH:9][CH:10]=2)=[O:4])[CH2:25]1 |f:1.2|. Reported procedure: As described for example 1e, 6-(3-butyl-5-methyl-isoxazol-4-ylmethoxy)-pyridazine-3-carboxylic acid methyl ester (110 mg, 0.36 mmol) was converted, using (S)-tetrahydrofuran-3-amine hydrochloride instead of isopropylamine, to the title compound (100 mg, 77%) which was obtained as a colourless oil after purification by chromatography (silica, 0 to 3.5% methanol in dichloromethane). MS: m/e=361.0 [M+H]+. Reactants: C(#N)C(C(=O)N)=C(C1=CC=C(C=C1)C)SC (2-cyano-3-methylthio-3-(4-tolyl)acrylamide), C([O-])([O-])=O.[Na+].[Na+] (sodium carbonate), FC(C(=O)[O-])(F)F.OCCC[NH2+]N (1-(3-hydroxypropyl)hydrazinium trifluoroacetate), C(#N)C(C(=O)N)=C(C1=CC=C(C=C1)C)SC (2-cyano-3-methylthio-3-(4-tolyl)acrylamide), crude product, CO (methanol). Solvent: C(Cl)Cl (CH2Cl2). The product is NC1=C(C(=NN1CCCO)C1=CC=C(C=C1)C)C(=O)N (5-Amino-1-(3-hydroxypropyl)-3-(4-tolyl)pyrazole-4-carboxamide). Isolated yield 43.7%. Reaction SMILES: [C:1]([C:3](=[C:7](SC)[C:8]1[CH:13]=[CH:12][C:11]([CH3:14])=[CH:10][CH:9]=1)[C:4]([NH2:6])=[O:5])#[N:2].C(=O)([O-])[O-].[Na+].[Na+].FC(F)(F)C([O-])=O.[OH:30][CH2:31][CH2:32][CH2:33][NH2+:34][NH2:35].CO>C(Cl)Cl>[NH2:2][C:1]1[N:34]([CH2:33][CH2:32][CH2:31][OH:30])[N:35]=[C:7]([C:8]2[CH:13]=[CH:12][C:11]([CH3:14])=[CH:10][CH:9]=2)[C:3]=1[C:4]([NH2:6])=[O:5] |f:1.2.3,4.5|. Procedure details: The title compound was prepared from 2-cyano-3-methylthio-3-(4-tolyl)acrylamide (464 mg, 2.0 mmol), sodium carbonate (424 mg, 4.0 mmol) and 1-(3-hydroxypropyl)hydrazinium trifluoroacetate (449 mg, 2.2 mmol) following the procedure used for the compound of Example 12. The crude product was subjected to column chromatography (SiO2, 8% methanol in CH2Cl2) and was recrystallised from ethyl acetate to give the title compound as white crystals (240 mg) m.p. 164-165°. δH (CDCl3) 7.43 (2H, d, J 8.1 Hz),...